Task: describe an organic reaction: reactants, conditions, products, and yield. Dataset: the Open Reaction Database (ORD), a public repository of structured organic reaction records The product is ClC1C=2C=CC=NC2CCC1 (5-Chloro-5,6,7,8-tetrahydroquinoline). Procedure: 5-Hydroxy-5,6,7,8-tetrahydroquinoline from step 1 above was converted to the chloride using the procedure as given in step 2 of Example 3. The crude 5-chloro-5,6,7,8-tetrahydroquinoline was purified by pressurized silica gel column chromatography using 7:3 EtOAc:hexane as eluant. 5-Chloro-5,6,7,8-tetrahydroquinoline was obtained as a pale yellow oil (TLC Rf = 0.40 (8:2 EtOAc:hexane)). Reactants: OC1C=2C=CC=NC2CCC1 (5-Hydroxy 5,6,7,8-tetrahydro-quinoline), [Cl-] (chloride). Reaction SMILES: O[CH:2]1[CH2:11][CH2:10][CH2:9][C:8]2[N:7]=[CH:6][CH:5]=[CH:4][C:3]1=2.[Cl-:12]>>[Cl:12][CH:2]1[CH2:11][CH2:10][CH2:9][C:8]2[N:7]=[CH:6][CH:5]=[CH:4][C:3]1=2. The reactants are C1(C=2C(C(N1)=O)=CC=CC2)=O (phthalimide), O1CC1CC (1,2-epoxybutane), ClCl (chlorine). Reagents/catalysts: CN(C1=CC=NC=C1)C (4-dimethylaminopyridine). Solvent: C(Cl)Cl (methylene chloride). Run at time 20 hour. Product: ClN1C(C=2C(C1=O)=CC=CC2)=O (N-chlorophthalimide). As a reaction SMILES: [C:1]1(=[O:11])[NH:5][C:4](=[O:6])[C:3]2=[CH:7][CH:8]=[CH:9][CH:10]=[C:2]12.O1C(CC)C1.[Cl:17]Cl>CN(C)C1C=CN=CC=1.C(Cl)Cl>[Cl:17][N:5]1[C:1](=[O:11])[C:2]2=[CH:10][CH:9]=[CH:8][CH:7]=[C:3]2[C:4]1=[O:6]. Procedure details: To 150 ml. of methylene chloride were added 7.35 g. (0.05 mole) of phthalimide, 21.5 ml. (5 equiv.) of 1,2-epoxybutane, and 0.061 g. (0.5 mmoles) of 4-dimethylaminopyridine. The mixture was cooled to 0° C. and saturated with chlorine. The resulting mixture was stirred for 20 hours at room temperature. A sample of the reaction mixture, analyzed by thin-layer chromatography (TLC), indicated that the reaction was not yet complete. The mixture was allowed to stir for an additional 24 hours, and the ... Reactants: C(C1=CC=CC=C1)OC1=C(C=O)C=CC(=C1)OCC1=CC=CC=C1 (2,4-dibenzyloxybenzaldehyde), C(#N)CC(=O)OC (methyl cyanoacetate), N1CCCCC1 (piperidine). The solvent is C(C)O (ethanol). Conditions: time 20 minute. Product: C(C1=CC=CC=C1)OC1=C(C=CC(=C1)OCC1=CC=CC=C1)/C=C(/C(=O)OC)\C#N (methyl (E)-3-(2,4-dibenzyloxyphenyl)-2-cyanoacrylate). Reaction SMILES: [CH2:1]([O:8][C:9]1[CH:16]=[C:15]([O:17][CH2:18][C:19]2[CH:24]=[CH:23][CH:22]=[CH:21][CH:20]=2)[CH:14]=[CH:13][C:10]=1[CH:11]=O)[C:2]1[CH:7]=[CH:6][CH:5]=[CH:4][CH:3]=1.[C:25]([CH2:27][C:28]([O:30][CH3:31])=[O:29])#[N:26].N1CCCCC1>C(O)C>[CH2:1]([O:8][C:9]1[CH:16]=[C:15]([O:17][CH2:18][C:19]2[CH:20]=[CH:21][CH:22]=[CH:23][CH:24]=2)[CH:14]=[CH:13][C:10]=1/[CH:11]=[C:27](\[C:25]#[N:26])/[C:28]([O:30][CH3:31])=[O:29])[C:2]1[CH:7]=[CH:6][CH:5]=[CH:4][CH:3]=1. Procedure: A mixture of 2,4-dibenzyloxybenzaldehyde (1 g), methyl cyanoacetate (0.27 mL), piperidine (0.1 mL) and ethanol (30 mL) is stirred at ambient temperature for 20 minutes and the solvent is removed under reduced pressure. The residue is recrystallized from ethanol to give methyl (E)-3-(2,4-dibenzyloxyphenyl)-2-cyanoacrylate as a yellow solid (400 mg). Starting materials: C(=O)(C(F)(F)F)O (TFA), C(=O)(O)[O-].[Na+] (NaHCO3), O=C1O[C@@H]([C@@H](N([C@H]1CC1=CC(=C(C=C1)O[Si](C)(C)C(C)(C)C)C(C)(C)C)C(=O)OC(C)(C)C)C1=CC=CC=C1)C1=CC=CC=C1 (tert-butyl (2R, 3S, 5S)-6-oxo-2,3-diphenyl-5-(3-tert-butyl-4-((tert-butyldimethylsilyl)oxy)benzyl)-4-morpholinecarboxylate), [N+](CCCC)(CCCC)(CCCC)CCCC.[F-].C1CCOC1 (nBu4NF THF), desired intermediate. Solvent: CCCCCC (hexane), C1CCOC1 (THF), CCOC(=O)C (EtOAc), CCCCCC (hexane), CCOC(=O)C (EtOAc), C(Cl)Cl (CH2Cl2), CCOC(=O)C (EtOAc). Reaction conditions: time 1.5 hour. The product is O=C1O[C@@H]([C@@H](N[C@H]1CC1=CC(=C(C=C1)O)C(C)(C)C)C1=CC=CC=C1)C1=CC=CC=C1 ((2R, 3S, 5S)-6-oxo-2,3-diphenyl-5-(3-tert-butyl-4-hydroxybenzyl)morpholine). Isolated yield 89.4%. RXN SMILES: [O:1]=[C:2]1[C@H:7]([CH2:8][C:9]2[CH:14]=[CH:13][C:12]([O:15][Si](C(C)(C)C)(C)C)=[C:11]([C:23]([CH3:26])([CH3:25])[CH3:24])[CH:10]=2)[N:6](C(OC(C)(C)C)=O)[C@@H:5]([C:34]2[CH:39]=[CH:38][CH:37]=[CH:36][CH:35]=2)[C@@H:4]([C:40]2[CH:45]=[CH:44][CH:43]=[CH:42][CH:41]=2)[O:3]1.[N+](CCCC)(CCCC)(CCCC)CCCC.[F-].C1COCC1.C(O)(C(F)(F)F)=O.C([O-])(O)=O.[Na+]>CCOC(C)=O.C(Cl)Cl.CCCCCC.C1COCC1>[O:1]=[C:2]1[C@H:7]([CH2:8][C:9]2[CH:14]=[CH:13][C:12]([OH:15])=[C:11]([C:23]([CH3:26])([CH3:24])[CH3:25])[CH:10]=2)[NH:6][C@@H:5]([C:34]2[CH:35]=[CH:36][CH:37]=[CH:38][CH:39]=2)[C@@H:4]([C:40]2[CH:41]=[CH:42][CH:43]=[CH:44][CH:45]=2)[O:3]1 |f:1.2.3,5.6|. Procedure: To a 250 mL 3-necked flask equipped with a nitrogen inlet and a magnetic stirrer were added 4.51 g of tert-butyl (2R, 3S, 5S)-6-oxo-2,3-diphenyl-5-(3-tert-butyl-4-((tert-butyldimethylsilyl)oxy)benzyl)-4-morpholinecarboxylate and 50 mL of anhydrous THF. The solution was cooled in an ice water bath, treated with 7.51 mL of 1M nBu4NF/THF (Aldrich), and then allowed to warm to RT with stirring under nitrogen. After 1.5 h, tlc (SiO2, 85:15 hexane:EtOAc) indicated no remaining starting material and a ... The reactants are ClC=1C=CC(=C(C(=O)NC2=CC(=C(C=C2)C2=CC=NC=C2)F)C1)O (5-chloro-N-[3-fluoro-4-(pyridin-4-yl)phenyl]-2-hydroxybenzamide). The reagents and catalysts are [Pt](=O)=O (platinum(IV) oxide). The solvent is CO (methanol). Conditions: time 5 hour. The product is Cl.ClC=1C=CC(=C(C(=O)NC2=CC(=C(C=C2)C2CCNCC2)F)C1)O (5-chloro-N-[3-fluoro-4-(piperidin-4-yl)phenyl]-2-hydroxybenzamide hydrochloride). Isolated yield 36.0%. As a reaction SMILES: [Cl:1][C:2]1[CH:3]=[CH:4][C:5]([OH:24])=[C:6]([CH:23]=1)[C:7]([NH:9][C:10]1[CH:15]=[CH:14][C:13]([C:16]2[CH:21]=[CH:20][N:19]=[CH:18][CH:17]=2)=[C:12]([F:22])[CH:11]=1)=[O:8]>[Pt](=O)=O.CO>[ClH:1].[Cl:1][C:2]1[CH:3]=[CH:4][C:5]([OH:24])=[C:6]([CH:23]=1)[C:7]([NH:9][C:10]1[CH:15]=[CH:14][C:13]([CH:16]2[CH2:17][CH2:18][NH:19][CH2:20][CH2:21]2)=[C:12]([F:22])[CH:11]=1)=[O:8] |f:3.4|. Procedure: A mixture of 5-chloro-N-[3-fluoro-4-(pyridin-4-yl)phenyl]-2-hydroxybenzamide (compound of Reference Example 186; 0.104 g, 0.303 mmol), platinum(IV) oxide (0.100 g, 0.440 mmol) and methanol (10 ml) was stirred under ice cooling for 5 hours under hydrogen atmosphere. The reaction mixture was filtered, and the residue obtained by evaporation of the solvent of the filtrate under reduced pressure was purified by column chromatography on silica gel. 2N Hydrochloric acid was added to the obtained purif... Reactants: C[Al](C)C (trimethylaluminum), FC1=CC=C(N)C=C1 (4-fluoroaniline), O1C2CCC[C@H]3CCOC[C@]231 ((1aS,5aS)-hexahydro-4H-oxireno[i]isochromene). Solvent: C(Cl)Cl (CH2Cl2), C(Cl)Cl (CH2Cl2). The product is FC1=CC=C(C=C1)N[C@@H]1CCC[C@H]2CCOC[C@]12O ((4aS,8R,8aR)-8-[(4-fluorophenyl)amino]hexahydro-1H-isochromen-8a(3H)-ol). Run at time 8 hour. RXN SMILES: [F:1][C:2]1[CH:8]=[CH:7][C:5]([NH2:6])=[CH:4][CH:3]=1.C[Al](C)C.[O:13]1[C@@:23]23[C@H:18]([CH2:19][CH2:20][O:21][CH2:22]2)[CH2:17][CH2:16][CH2:15][CH:14]13>C(Cl)Cl>[F:1][C:2]1[CH:8]=[CH:7][C:5]([NH:6][C@H:14]2[C@:23]3([OH:13])[C@H:18]([CH2:19][CH2:20][O:21][CH2:22]3)[CH2:17][CH2:16][CH2:15]2)=[CH:4][CH:3]=1. Procedure details: To a mixture of 4-fluoroaniline (0.721 g, 6.48 mmol) in CH2Cl2 (6 mL) at 0° C. was added trimethylaluminum (2M in toluene, 3.24 mL) dropwise. The mixture was warmed and stirred to rt for 30 min. (1aS,5aS)-hexahydro-4H-oxireno[i]isochromene (0.200 g, 1.30 mmol) in CH2Cl2 2 mL+0.5 mL rinse) was then added and the mixture was stirred at rt overnight. The reaction was cooled to 0° C. and treated with 50% NaOH (1 mL) then water (1 mL) The mixture was diluted with more water and extracted 3× with CH2C... Starting materials: FC(S(=O)(=O)OC=1C(=CC(=C2C=CC=NC12)Cl)C(C)=O)(F)F (7-Acetyl-5-chloroquinolin-8-yl trifluoromethanesulfonate), C1(CCCCC1)N1CCNCC1 (1-cyclohexylpiperazine), C([O-])([O-])=O.[Cs+].[Cs+] (cesium carbonate). Reagents/catalysts: C(C)(=O)[O-].[Pd+2].C(C)(=O)[O-] (palladium acetate), C1=CC=C(C=C1)P(C2=CC=CC=C2)C3=C(C4=CC=CC=C4C=C3)C5=C(C=CC6=CC=CC=C65)P(C7=CC=CC=C7)C8=CC=CC=C8 ((S)-(−)-2,2′-bis(diphenylphosphino)-1,1′-binaphthyl). Solvent: O1CCCC1 (tetrahydrofuran), ClCCl (dichloromethane). Reaction conditions: temperature 65 celsius. The product is ClC1=C2C=CC=NC2=C(C(=C1)C(C)=O)N1CCN(CC1)C1CCCCC1 (1-[5-Chloro-8-(4-cyclohexylpiperazin-1-yl)quinolin-7-yl]ethanone). Yield: 74.3%. Reaction SMILES: FC(F)(F)S(O[C:7]1[C:8]([C:18](=[O:20])[CH3:19])=[CH:9][C:10]([Cl:17])=[C:11]2[C:16]=1[N:15]=[CH:14][CH:13]=[CH:12]2)(=O)=O.[CH:23]1([N:29]2[CH2:34][CH2:33][NH:32][CH2:31][CH2:30]2)[CH2:28][CH2:27][CH2:26][CH2:25][CH2:24]1.C(=O)([O-])[O-].[Cs+].[Cs+]>O1CCCC1.ClCCl.C([O-])(=O)C.[Pd+2].C([O-])(=O)C.C1C=CC(P(C2C=CC3C(=CC=CC=3)C=2C2C3C(=CC=CC=3)C=CC=2P(C2C=CC=CC=2)C2C=CC=CC=2)C2C=CC=CC=2)=CC=1>[Cl:17][C:10]1[CH:9]=[C:8]([C:18](=[O:20])[CH3:19])[C:7]([N:32]2[CH2:33][CH2:34][N:29]([CH:23]3[CH2:28][CH2:27][CH2:26][CH2:25][CH2:24]3)[CH2:30][CH2:31]2)=[C:16]2[C:11]=1[CH:12]=[CH:13][CH:14]=[N:15]2 |f:2.3.4,7.8.9|. Procedure details: A stirred mixture of 7-acetyl-5-chloroquinolin-8-yl trifluoromethanesulfonate (0.12 g, 0.34 mmol, from Example 47, Step 2), 1-cyclohexylpiperazine (0.068 g, 0.41 mmol), palladium acetate (1.5 mg, 0.0068 mmol), (S)-(−)-2,2′-bis(diphenylphosphino)-1,1′-binaphthyl (6.3 mg, 0.010 mmol), and cesium carbonate (0.31 g, 0.95 mmol) in tetrahydrofuran (3 mL) was heated at 65° C. overnight. The mixture was cooled, diluted with dichloromethane and filtered. The filtrate was washed with brine, dried over MgS... Reactants: FC(C(=O)O)(F)F.N1C[C@H](CC1)CNC(=O)C=1SC(=C(C1)Br)Br (4,5-dibromo-thiophene-2-carboxylic acid ((S)-1-pyrrolidin-3-ylmethyl)-amide trifluoro acetate), [N+](=O)([O-])C1=CC=C(C=C1)OC(NC1=C(C=C(C=C1)N1C(C=CC=C1)=O)F)=O ([2-fluoro-4-(2-oxo-2H-pyridin-1-yl)-phenyl]-carbamic acid 4-nitro-phenyl ester). Product: FC1=C(C=CC(=C1)N1C(C=CC=C1)=O)NC(=O)N1C[C@H](CC1)CNC(=O)C=1SC(=C(C1)Br)Br ((R)-3-{[(4,5-dibromo-thiophene-2-carbonyl)-amino]-methyl}-pyrrolidine-1-carboxylic acid[2-fluoro-4-(2-oxo-2H-pyridin-1-yl)-phenyl]-amide). As a reaction SMILES: FC(F)(F)C(O)=O.[NH:8]1[CH2:12][CH2:11][C@H:10]([CH2:13][NH:14][C:15]([C:17]2[S:18][C:19]([Br:23])=[C:20]([Br:22])[CH:21]=2)=[O:16])[CH2:9]1.[N+](C1C=CC([O:33][C:34](=O)[NH:35][C:36]2[CH:41]=[CH:40][C:39]([N:42]3[CH:47]=[CH:46][CH:45]=[CH:44][C:43]3=[O:48])=[CH:38][C:37]=2[F:49])=CC=1)([O-])=O>>[F:49][C:37]1[CH:38]=[C:39]([N:42]2[CH:47]=[CH:46][CH:45]=[CH:44][C:43]2=[O:48])[CH:40]=[CH:41][C:36]=1[NH:35][C:34]([N:8]1[CH2:12][CH2:11][C@H:10]([CH2:13][NH:14][C:15]([C:17]2[S:18][C:19]([Br:23])=[C:20]([Br:22])[CH:21]=2)=[O:16])[CH2:9]1)=[O:33] |f:0.1|. Procedure details: 58.3 Using general method H, 4,5-dibromo-thiophene-2-carboxylic acid ((S)-1-pyrrolidin-3-ylmethyl)-amide trifluoro acetate was reacted with [2-fluoro-4-(2-oxo-2H-pyridin-1-yl)-phenyl]-carbamic acid 4-nitro-phenyl ester (prepared according to example 54.3) to give (R)-3-{[(4,5-dibromo-thiophene-2-carbonyl)-amino]-methyl}-pyrrolidine-1-carboxylic acid[2-fluoro-4-(2-oxo-2H-pyridin-1-yl)-phenyl]-amide. Pale yellow solid. MS 598.8 ([M+H]+) Starting materials: O=C([O-])O, CCCCC(=O)Cl, COC(=O)C(NCc1ccc(-c2ccccc2C#N)cc1)C(C)C, Cc1ccccc1, Cl, [Na+], O. Yields the product CCCCC(=O)N(Cc1ccc(-c2ccccc2C#N)cc1)C(C(=O)OC)C(C)C. As a reaction SMILES: [C:26](=[O:27])([OH:28])[O-:29].[C:31]([CH2:32][CH2:33][CH2:34][CH3:35])(=[O:36])[Cl:37].[CH3:2][O:3][C:4]([CH:5]([NH:6][CH2:7][c:8]1[cH:9][cH:10][c:11](-[c:14]2[c:15]([C:20]#[N:21])[cH:16][cH:17][cH:18][cH:19]2)[cH:12][cH:13]1)[CH:22]([CH3:23])[CH3:24])=[O:25].[CH3:39][c:40]1[cH:41][cH:42][cH:43][cH:44][cH:45]1.[ClH:1].[Na+:30].[OH2:38]>>[CH3:2][O:3][C:4]([CH:5]([N:6]([CH2:7][c:8]1[cH:9][cH:10][c:11](-[c:14]2[c:15]([C:20]#[N:21])[cH:16][cH:17][cH:18][cH:19]2)[cH:12][cH:13]1)[C:31]([CH2:32][CH2:33][CH2:34][CH3:35])=[O:36])[CH:22]([CH3:23])[CH3:24])=[O:25]. Reactants: C(CCCCCCCCCC)C=1NC2=CC(=CC=C2C1)C(=O)O (2-(n-undecyl)indole-6-carboxylic acid), Cl (hydrogen chloride), C(C)O (ethanol), C(C)O (ethanol). Product: C(CCCCCCCCCC)C=1NC2=CC(=CC=C2C1)C(=O)OCC (ethyl 2-(n-undecyl)indole-6-carboxylate). Reaction SMILES: [CH2:1]([C:12]1[NH:13][C:14]2[C:19]([CH:20]=1)=[CH:18][CH:17]=[C:16]([C:21]([OH:23])=[O:22])[CH:15]=2)[CH2:2][CH2:3][CH2:4][CH2:5][CH2:6][CH2:7][CH2:8][CH2:9][CH2:10][CH3:11].Cl.[CH2:25](O)[CH3:26]>>[CH2:1]([C:12]1[NH:13][C:14]2[C:19]([CH:20]=1)=[CH:18][CH:17]=[C:16]([C:21]([O:23][CH2:25][CH3:26])=[O:22])[CH:15]=2)[CH2:2][CH2:3][CH2:4][CH2:5][CH2:6][CH2:7][CH2:8][CH2:9][CH2:10][CH3:11]. Reported procedure: A solution of 2-(n-undecyl)indole-6-carboxylic acid (11.9 g) in ethanol (50 ml) containing a solution of hydrogen chloride gas in ethanol (75 ml, of strength 39% w/v) was refluxed for 4.5 hours. The solution was cooled and a solid was collected which was dissolved in diethyl ether, and the ethereal solution was washed with water (2×100 ml) and dried over magnesium sulphate. The solvent was removed in vacuo to give a residue which was recrystallised from methanol to give ethyl 2-(n-undecyl)indole...